From a dataset of the Open Reaction Database (ORD), a public repository of structured organic reaction records. describe an organic reaction: reactants, conditions, products, and yield The reactants are ClC1=CC=C2CCNCC2=C1Cl (7,8-dichloro-1,2,3,4-tetrahydroisoquinoline), C([O-])([O-])=O.[Na+].[Na+] (sodium carbonate), BrCCCCCCBr (1,6-dibromohexane). The solvent is C(C)O (ethanol). Conditions: time 36 hour. The product is Cl.Cl.C(CCCCCN1CC2=C(C(=CC=C2CC1)Cl)Cl)N1CC2=C(C(=CC=C2CC1)Cl)Cl (2,2'-hexylene-bis(7,8-dichloro-1,2,3,4-tetrahydroisoquinoline)dihydrochloride). Reaction SMILES: [Cl:1][C:2]1[C:11]([Cl:12])=[C:10]2[C:5]([CH2:6][CH2:7][NH:8][CH2:9]2)=[CH:4][CH:3]=1.C(=O)([O-])[O-].[Na+].[Na+].Br[CH2:20][CH2:21][CH2:22][CH2:23][CH2:24][CH2:25]Br>C(O)C>[ClH:1].[ClH:1].[CH2:20]([N:8]1[CH2:7][CH2:6][C:5]2[C:10](=[C:11]([Cl:12])[C:2]([Cl:1])=[CH:3][CH:4]=2)[CH2:9]1)[CH2:21][CH2:22][CH2:23][CH2:24][CH2:25][N:8]1[CH2:7][CH2:6][C:5]2[C:10](=[C:11]([Cl:12])[C:2]([Cl:1])=[CH:3][CH:4]=2)[CH2:9]1 |f:1.2.3,6.7.8|. Reported procedure: A suspension of 2.38 g. (10 mmol) of 7,8-dichloro-1,2,3,4-tetrahydroisoquinoline and 3.18 g. (30 mmol) of sodium carbonate in 50 ml. of absolute ethanol were refluxed for 5 minutes. To this suspension was added 1.22 g. (5 mmol) of 1,6-dibromohexane and the mixture refluxed overnight. The reaction was cooled and after standing for 36 hours was filtered of solid precipitate. The resulting solid was suspended in 100 ml. of ethyl acetate and treated with 1 g. of magnesium sulfate. The mixture was fi... Starting materials: ClC1(CN(C1)C(C1=CC=CC=C1)C1=CC=CC=C1)C1=CC(=CC=C1)C(F)(F)F (3-Chloro-3-(3-(trifluoromethyl)phenyl)-(diphenylmethyl)azetidine), C(C)(C)(C)C1=CC=C(C=C1)C1N(CC1)C(C1=CC=CC=C1)C1=CC=CC=C1 (4-tert-Butylphenyl-1-(diphenylmethyl)azetidine). The product is FC(C=1C=C(C=CC1)C1CN(C1)C(C1=CC=CC=C1)C1=CC=CC=C1)(F)F (3-(3-(Trifluoromethyl)phenyl)-1-(diphenylmethyl)azetidine). As a reaction SMILES: Cl[C:2]1([C:19]2[CH:24]=[CH:23][CH:22]=[C:21]([C:25]([F:28])([F:27])[F:26])[CH:20]=2)[CH2:5][N:4]([CH:6]([C:13]2[CH:18]=[CH:17][CH:16]=[CH:15][CH:14]=2)[C:7]2[CH:12]=[CH:11][CH:10]=[CH:9][CH:8]=2)[CH2:3]1.C(C1C=CC(C2CCN2C(C2C=CC=CC=2)C2C=CC=CC=2)=CC=1)(C)(C)C>>[F:28][C:25]([F:26])([F:27])[C:21]1[CH:20]=[C:19]([CH:2]2[CH2:3][N:4]([CH:6]([C:13]3[CH:18]=[CH:17][CH:16]=[CH:15][CH:14]=3)[C:7]3[CH:12]=[CH:11][CH:10]=[CH:9][CH:8]=3)[CH2:5]2)[CH:24]=[CH:23][CH:22]=1. Reported procedure: This compound was prepared compound (37) using the procedure described for compound (11). Starting materials: NC1=CC=C2C=NNC2=C1 (6-aminoindazole), CCN(C(C)C)C(C)C (DIPEA), ClC=1N=C(C2=C(N1)N(C=C2I)S(=O)(=O)C2=CC=C(C)C=C2)Cl (2,4-dichloro-5-iodo-7-tosyl-7H-pyrrolo[2,3-d]pyrimidine). Solvent: C(CCC)O (n-butyl alcohol). Conditions: temperature 45 celsius. Product: ClC=1N=C(C2=C(N1)N(C=C2I)S(=O)(=O)C2=CC=C(C)C=C2)NC2=CC=C1C=NNC1=C2 (2-chloro-N-(1H-indazol-6-yl)-5-iodo-7-tosyl-7H-pyrrolo[2,3-d]pyrimidin-4-amine). Isolated yield 60.9%. RXN SMILES: [Cl:1][C:2]1[N:3]=[C:4](Cl)[C:5]2[C:10]([I:11])=[CH:9][N:8]([S:12]([C:15]3[CH:21]=[CH:20][C:18]([CH3:19])=[CH:17][CH:16]=3)(=[O:14])=[O:13])[C:6]=2[N:7]=1.[NH2:23][C:24]1[CH:32]=[C:31]2[C:27]([CH:28]=[N:29][NH:30]2)=[CH:26][CH:25]=1.CCN(C(C)C)C(C)C>C(O)CCC>[Cl:1][C:2]1[N:3]=[C:4]([NH:23][C:24]2[CH:32]=[C:31]3[C:27]([CH:28]=[N:29][NH:30]3)=[CH:26][CH:25]=2)[C:5]2[C:10]([I:11])=[CH:9][N:8]([S:12]([C:15]3[CH:21]=[CH:20][C:18]([CH3:19])=[CH:17][CH:16]=3)(=[O:14])=[O:13])[C:6]=2[N:7]=1. Procedure details: To a mixture of 2,4-dichloro-5-iodo-7-tosyl-7H-pyrrolo[2,3-d]pyrimidine (1.5 g, 3.2 mmol) in n-butyl alcohol (12 mL) was added 6-aminoindazole (0.47 g, 3.52 mol) and DIPEA (0.86 mL, 4.80 mmol). After heating at 45° C. for 15 h, the mixture was cooled to room temperature, and the resulting precipitates were collected by filtration to give 2-chloro-N-(1H-indazol-6-yl)-5-iodo-7-tosyl-7H-pyrrolo[2,3-d]pyrimidin-4-amine (1.1 g). Starting materials: BrN1C(CCC1=O)=O (N-Bromo-succinimide), BrC1=C(NC=C1)Br (dibromopyrrole). The product is N1C(=CC=C1)C1CC(NC1)=O (4-pyrrolyl-pyrrolidin-2-one). RXN SMILES: Br[N:2]1[C:6](=[O:7])[CH2:5][CH2:4][C:3]1=O.Br[C:10]1[CH:14]=[CH:13][NH:12][C:11]=1Br>>[NH:12]1[CH:13]=[CH:14][CH:10]=[C:11]1[CH:4]1[CH2:3][NH:2][C:6](=[O:7])[CH2:5]1. Reported procedure: Alternatively, using the same experimental procedure and 2 equiv. of N-Bromo-succinimide, dibromopyrrole 237 can be obtained.